This data is from the Open Reaction Database (ORD), a public repository of structured organic reaction records. The task is: describe an organic reaction: reactants, conditions, products, and yield Reactants: Cc1cc(C(C)(C)C)nc(C(C)(C)C)c1, CC(C)(C)OC(=O)NS(=O)(=O)Cl, CCc1cn(C2CC(O)C(CO)O2)c2ncncc12. Yields the product CCc1cn(C2CC(O)C(COS(=O)(=O)NC(=O)OC(C)(C)C)O2)c2ncncc12. As a reaction SMILES: [C:20]([c:21]1[cH:22][c:23]([CH3:24])[cH:25][c:26]([C:27]([CH3:28])([CH3:29])[CH3:30])[n:31]1)([CH3:32])([CH3:33])[CH3:34].[C:35]([CH3:36])([CH3:37])([CH3:38])[O:39][C:40]([NH:41][S:42](=[O:43])(=[O:44])[Cl:45])=[O:46].[CH2:1]([CH3:2])[c:3]1[cH:4][n:5]([CH:12]2[CH2:13][CH:14]([OH:19])[CH:15]([CH2:17][OH:18])[O:16]2)[c:6]2[n:7][cH:8][n:9][cH:10][c:11]12>>[CH2:1]([CH3:2])[c:3]1[cH:4][n:5]([CH:12]2[CH2:13][CH:14]([OH:19])[CH:15]([CH2:17][O:18][S:42]([NH:41][C:40]([O:39][C:35]([CH3:36])([CH3:37])[CH3:38])=[O:46])(=[O:43])=[O:44])[O:16]2)[c:6]2[n:7][cH:8][n:9][cH:10][c:11]12. The reactants are Br, N#CC(=C(O)c1ccncc1)c1ccc(F)cc1, N. Yields the product O=C(Cc1ccc(F)cc1)c1ccncc1. Reaction SMILES: [BrH:20].[F:1][c:2]1[cH:3][cH:4][c:5]([C:8]([C:9]#[N:10])=[C:11]([c:12]2[cH:13][cH:14][n:15][cH:16][cH:17]2)[OH:18])[cH:6][cH:7]1.[NH3:19]>>[F:1][c:2]1[cH:3][cH:4][c:5]([CH2:8][C:11]([c:12]2[cH:13][cH:14][n:15][cH:16][cH:17]2)=[O:18])[cH:6][cH:7]1. The reactants are ClC(Cl)Cl, COC(=O)c1cscc1S(=O)(=O)Cl, N. Product: COC(=O)c1cscc1S(N)(=O)=O. RXN SMILES: [CH:15]([Cl:16])([Cl:17])[Cl:18].[Cl:1][S:2](=[O:3])(=[O:4])[c:5]1[c:6]([C:10](=[O:11])[O:12][CH3:13])[cH:7][s:8][cH:9]1.[NH3:14]>>[S:2](=[O:3])(=[O:4])([c:5]1[c:6]([C:10](=[O:11])[O:12][CH3:13])[cH:7][s:8][cH:9]1)[NH2:14]. Reaction conditions: time 10 minute. The reactants are C1(=CC=CC=C1)P(C1=CC=CC=C1)(C1=CC=CC=C1)=O (triphenylphosphine oxide), FC(S(=O)(=O)OS(=O)(=O)C(F)(F)F)(F)F (trifluoromethanesulfonic anhydride), CS(=O)(=O)C1=C(C=CC=C1)S(=O)(=O)NC=1C=CC=C2C=C(NC12)C(=O)NCCSC(C1=CC=CC=C1)(C1=CC=CC=C1)C1=CC=CC=C1 (7-{[2-(methylsulfonyl)phenylsulfonyl]amino}-N-[2-(tritylthio)ethyl]-1H-indole-2-carboxamide). The yield is 61.9%. Procedure: To a solution of triphenylphosphine oxide (4.27 g) in dichloromethane (20 mL) was slowly added trifluoromethanesulfonic anhydride (1.30 mL) at 0° C. The mixture was stirred for 10 min, and 7-{[2-(methylsulfonyl)phenylsulfonyl]amino}-N-[2-(tritylthio)ethyl]-1H-indole-2-carboxamide (1.78 g) was added. The reaction mixture was stirred at room temperature for 3 hr and concentrated. Saturated aqueous sodium hydrogen carbonate was added, and the mixture was extracted with ethyl acetate. The ethyl acet... RXN SMILES: C1(P(=O)(C2C=CC=CC=2)C2C=CC=CC=2)C=CC=CC=1.FC(F)(F)S(OS(C(F)(F)F)(=O)=O)(=O)=O.[CH3:36][S:37]([C:40]1[CH:45]=[CH:44][CH:43]=[CH:42][C:41]=1[S:46]([NH:49][C:50]1[CH:51]=[CH:52][CH:53]=[C:54]2[C:58]=1[NH:57][C:56]([C:59]([NH:61][CH2:62][CH2:63][S:64]C(C1C=CC=CC=1)(C1C=CC=CC=1)C1C=CC=CC=1)=O)=[CH:55]2)(=[O:48])=[O:47])(=[O:39])=[O:38]>ClCCl>[S:64]1[CH2:63][CH2:62][N:61]=[C:59]1[C:56]1[NH:57][C:58]2[C:54]([CH:55]=1)=[CH:53][CH:52]=[CH:51][C:50]=2[NH:49][S:46]([C:41]1[CH:42]=[CH:43][CH:44]=[CH:45][C:40]=1[S:37]([CH3:36])(=[O:39])=[O:38])(=[O:48])=[O:47]. The product is S1C(=NCC1)C=1NC2=C(C=CC=C2C1)NS(=O)(=O)C1=C(C=CC=C1)S(=O)(=O)C (N-[2-(4,5-Dihydro-1,3-thiazol-2-yl)-1H-indol-7-yl]-2-(methylsulfonyl)benzenesulfonamide). Solvent: ClCCl (dichloromethane). Reactants: C(CCC)[Li] (n-butyl lithium), CON(C(=O)C=1C(=NC(=NC1)SCC)N)C (4-amino-2-ethylsulfanyl-pyrimidine-5-carboxylic acid methoxy-methyl-amide), IC1=C(C=CC=C1)O (2-iodophenol), C(C)I (ethyl iodide), C([O-])([O-])=O.[K+].[K+] (potassium carbonate). Run in CC(=O)C (acetone). Yields the product NC1=NC(=NC=C1C(=O)C1=C(C=CC=C1)OCC)SCC ((4-amino-2-ethylsulfanyl-pyrimidin-5-yl)-(2-ethoxy-phenyl)-methanone). RXN SMILES: I[C:2]1[CH:7]=[CH:6][CH:5]=[CH:4][C:3]=1[OH:8].[CH2:9](I)[CH3:10].C(=O)([O-])[O-].[K+].[K+].C([Li])CCC.CON(C)[C:26]([C:28]1[C:29]([NH2:37])=[N:30][C:31]([S:34][CH2:35][CH3:36])=[N:32][CH:33]=1)=[O:27]>CC(C)=O>[NH2:37][C:29]1[C:28]([C:26]([C:2]2[CH:7]=[CH:6][CH:5]=[CH:4][C:3]=2[O:8][CH2:9][CH3:10])=[O:27])=[CH:33][N:32]=[C:31]([S:34][CH2:35][CH3:36])[N:30]=1 |f:2.3.4|. Reported procedure: The product of the reaction of 2-iodophenol (Aldrich) and ethyl iodide in hot acetone containing potassium carbonate was treated with n-butyl lithium as described in Example 2A and subsequently reacted with 4-amino-2-ethylsulfanyl-pyrimidine-5-carboxylic acid methoxy-methyl-amide, Example 1, using the procedure of Example 47 to give (4-amino-2-ethylsulfanyl-pyrimidin-5-yl)-(2-ethoxy-phenyl)-methanone as a white solid. MS (M+H)+, 304 Starting materials: C(C)OC(=O)C=1N=NC(=CC1Cl)Cl (4,6-Dichloro-pyridazine-3-carboxylic acid ethyl ester), COC1=C(C=CC=C1)[Mg]Br (2-Methoxyphenyl magnesium bromide). The solvent is C1CCOC1 (THF). Reaction conditions: temperature -78 celsius, time 8 hour. The product is ClC1=C(N=NC(=C1)Cl)C(=O)C1=C(C=CC=C1)OC ((4,6-dichloro-pyridazin-3-yl)-(2-methoxy-phenyl)-methanone). Isolated yield 78.2%. RXN SMILES: C(O[C:4]([C:6]1[N:7]=[N:8][C:9]([Cl:13])=[CH:10][C:11]=1[Cl:12])=[O:5])C.[CH3:14][O:15][C:16]1[CH:21]=[CH:20][CH:19]=[CH:18][C:17]=1[Mg]Br>C1COCC1>[Cl:12][C:11]1[CH:10]=[C:9]([Cl:13])[N:8]=[N:7][C:6]=1[C:4]([C:17]1[CH:18]=[CH:19][CH:20]=[CH:21][C:16]=1[O:15][CH3:14])=[O:5]. Reported procedure: 4,6-Dichloro-pyridazine-3-carboxylic acid ethyl ester (1.032 g, 4.67 mmol, prepared as described by Xie et al., WO 2004031174) was dissolved in 25 ml dry THF, and the reaction mixture was cooled in a dry ice/acetone bath for 15 minutes. 2-Methoxyphenyl magnesium bromide (7 mL of 1 M solution in THF, 7.00 mmol) was added, and the reaction mixture was stirred for 8 hours under nitrogen at −78° C. Silica gel (11.0 g) was added, and the reaction mixture was allowed to warm to room temperature. Solve... Reactants: C(CCCCCCCCC)N (decylamine), C1(CCCO1)=O (gamma butyrolactone). The reagents and catalysts are [Cl-].[Zn+2].[Cl-] (zinc chloride). Solvent: C1(=CC=CC=C1)C (toluene). The product is C(CCCCCCCCC)NC(CCCO)=O (N-decyl-4-hydroxybutyramide). Yield: 44.6%. RXN SMILES: [CH2:1]([NH2:11])[CH2:2][CH2:3][CH2:4][CH2:5][CH2:6][CH2:7][CH2:8][CH2:9][CH3:10].[C:12]1(=[O:17])[O:16][CH2:15][CH2:14][CH2:13]1>[Cl-].[Zn+2].[Cl-].C1(C)C=CC=CC=1>[CH2:1]([NH:11][C:15](=[O:16])[CH2:14][CH2:13][CH2:12][OH:17])[CH2:2][CH2:3][CH2:4][CH2:5][CH2:6][CH2:7][CH2:8][CH2:9][CH3:10] |f:2.3.4|. Procedure: A mixture of 15 g of decylamine, 5.48 g of gamma butyrolactone, 100 ml of toluene, and 20 mg of zinc chloride was refluxed under nitrogen for 4 days. Upon cooling the reaction mixture formed a precipitate which was recrystallized from toluene to yield 6.91 g (44.6%) of N-decyl-4-hydroxybutyramide, m.p. 74-75° C.